From a dataset of the Open Reaction Database (ORD), a public repository of structured organic reaction records. describe an organic reaction: reactants, conditions, products, and yield Reactants: C(C=C)C1(CCCCC1)C(=O)O (1-allyl-1-cyclohexylcarboxylic acid), [OH-].[Na+] (sodium hydroxide). Run in O (water). Product: C(C=C)C1(CCCCC1)C(=O)[O-].[Na+] (sodium 1-allyl-1-cyclohexyl-carboxylate). As a reaction SMILES: [CH2:1]([C:4]1([C:10]([OH:12])=[O:11])[CH2:9][CH2:8][CH2:7][CH2:6][CH2:5]1)[CH:2]=[CH2:3].[OH-].[Na+:14]>O>[CH2:1]([C:4]1([C:10]([O-:12])=[O:11])[CH2:5][CH2:6][CH2:7][CH2:8][CH2:9]1)[CH:2]=[CH2:3].[Na+:14] |f:1.2,4.5|. Procedure details: 170 g of 1-allyl-1-cyclohexyl-carboxylic acid (Example 1) were added gradually to a stirred solution, at ambient temperature, of 40 g of sodium hydroxide in 500 g of water in such a way that, at the end of the neutralisation, an aqueous solution of sodium 1-allyl-1-cyclohexyl-carboxylate having a pH of 8 was obtained. 4 g of CECA 2 S charcoal were then added and the mixture was stirred for 1/2 hour.